From a dataset of the Open Reaction Database (ORD), a public repository of structured organic reaction records. describe an organic reaction: reactants, conditions, products, and yield Reactants: Cl (hydrochloric acid), C(C)(C)[C@H]1N=C([C@@H](N=C1OC)C[C@H](CC1=CC=C(C=C1)C(C)(C)C)C(C)C)OC (2(R)-isopropyl-5(S)-[2(S)-isopropyl-3-(p-tert-butylphenyl)-propyl]-2,5-di-hydro-3,6-dimethoxy-pyrazine), C(=O)(O)[O-].[Na+] (NaHCO3). Solvent: C(C)#N (acetonitrile). Yields the product COC([C@H](C[C@H](CC1=CC=C(C=C1)C(C)(C)C)C(C)C)N)=O (2(S)-Amino-4(S)-isopropyl-5-(p-tert-butyl-phenyl)-pentanoic acid methyl ester). As a reaction SMILES: Cl.C([C@@H]1C(OC)=[N:9][C@@H:8]([CH2:13][C@@H:14]([CH:26]([CH3:28])[CH3:27])[CH2:15][C:16]2[CH:21]=[CH:20][C:19]([C:22]([CH3:25])([CH3:24])[CH3:23])=[CH:18][CH:17]=2)[C:7]([O:29]C)=N1)(C)C.[C:31]([O-])(O)=[O:32].[Na+]>C(#N)C>[CH3:31][O:32][C:7](=[O:29])[C@@H:8]([NH2:9])[CH2:13][C@@H:14]([CH:26]([CH3:27])[CH3:28])[CH2:15][C:16]1[CH:17]=[CH:18][C:19]([C:22]([CH3:24])([CH3:23])[CH3:25])=[CH:20][CH:21]=1 |f:2.3|. Reported procedure: With stirring at room temperature, 36 ml of 1N hydrochloric acid are added to a solution of 3.55 g of 2(R)-isopropyl-5(S)-[2(S)-isopropyl-3-(p-tert-butylphenyl)-propyl]-2,5-di-hydro-3,6-dimethoxy-pyrazine in 36 ml of acetonitrile and the mixture is then stirred for a further 3 hours. The reaction solution is then poured onto a mixture of 45 ml of saturated NaHCO3 solution and ice and the suspension is extracted with dichloromethane. The extracts are concentrated by evaporation and purified by FC...